This data is from the Open Reaction Database (ORD), a public repository of structured organic reaction records. The task is: describe an organic reaction: reactants, conditions, products, and yield Reactants: ClC1=NC(=NC(=C1)Cl)SCC#C (4,6-dichloro-2-(2-propynylthio)pyrimidine), ClC1=CC=C(CN)C=C1 (p-chlorobenzylamine), C([O-])([O-])=O.[Na+].[Na+] (sodium carbonate). Solvent: C(C)O (ethanol). The product is ClC1=NC(=NC(=C1)NCC1=CC=C(C=C1)Cl)SCC#C (4-Chloro-6-(p-chlorobenzylamino)-2-(2-propynylthio)pyrimidine). RXN SMILES: Cl[C:2]1[CH:7]=[C:6]([Cl:8])[N:5]=[C:4]([S:9][CH2:10][C:11]#[CH:12])[N:3]=1.[Cl:13][C:14]1[CH:21]=[CH:20][C:17]([CH2:18][NH2:19])=[CH:16][CH:15]=1.C(=O)([O-])[O-].[Na+].[Na+]>C(O)C>[Cl:8][C:6]1[CH:7]=[C:2]([NH:19][CH2:18][C:17]2[CH:20]=[CH:21][C:14]([Cl:13])=[CH:15][CH:16]=2)[N:3]=[C:4]([S:9][CH2:10][C:11]#[CH:12])[N:5]=1 |f:2.3.4|. Reported procedure: A stirred mixture of 6.57 g. of 4,6-dichloro-2-(2-propynylthio)pyrimidine, 4.2 g. of p-chlorobenzylamine and 3.18 g. of sodium carbonate in 50 ml. of ethanol was heated under reflux for 5 hours. The reaction mixture was filtered and the filtrate was diluted with 100 ml. of water. The precipitate thus formed was collected and recrystallized from benzene (petroleum ether was added to initiate precipitation) to afford 3.3 g. of product, m.p. 85°-88°C.